Dataset: the Open Reaction Database (ORD), a public repository of structured organic reaction records. Task: describe an organic reaction: reactants, conditions, products, and yield Starting materials: C(C)OC(C)OCC#C (1-(1-ethoxyethoxy)-2-propyne), C(CCC)[Li] (n-butyllithium), CSC1=CC=C(C=O)C=C1 (4-(methylthio)benzaldehyde), [Cl-].[NH4+] (ammonium chloride). Solvent: O1CCCC1 (tetrahydrofuran), O1CCCC1 (tetrahydrofuran). Run at time 30 minute. Product: C(C)OC(C)OCC#CC(O)C1=CC=C(C=C1)SC (4-(1-ethoxyethoxy)-1- [4-(methylthio)phenyl]-2 -butyn-1 ol). RXN SMILES: [CH2:1]([O:3][CH:4]([O:6][CH2:7][C:8]#[CH:9])[CH3:5])[CH3:2].C([Li])CCC.[CH3:15][S:16][C:17]1[CH:24]=[CH:23][C:20]([CH:21]=[O:22])=[CH:19][CH:18]=1.[Cl-].[NH4+]>O1CCCC1>[CH2:1]([O:3][CH:4]([O:6][CH2:7][C:8]#[C:9][CH:21]([C:20]1[CH:23]=[CH:24][C:17]([S:16][CH3:15])=[CH:18][CH:19]=1)[OH:22])[CH3:5])[CH3:2] |f:3.4|. Procedure details: A solution of 8 g (62.4 mmol) of 1-(1-ethoxyethoxy)-2-propyne in 135 ml of tetrahydrofuran was treated at -78° under argon with 39 ml of n-butyllithium (1.6M in hexane). The mixture was stirred at -40° for 30 minutes and then a solution of 8.11 ml (62.4 mmol) of 4-(methylthio)benzaldehyde in 53 ml of tetrahydrofuran was added within 10 minutes. The reaction mixture was warmed to 0°, stirred at 0° for a further 1 hour and then treated with 100 ml of saturated ammonium chloride solution. The aqueo...